This data is from the Open Reaction Database (ORD), a public repository of structured organic reaction records. The task is: describe an organic reaction: reactants, conditions, products, and yield Procedure details: A mixture of 4-(1,1,2,2-tetrafluoroethoxy)methyl-2,2-dimethyl-1,3-dioxolane (6.8 g), 2-bromo-1-(2,4-dichlorophenyl)ethanone (6 g.), sulphuric acid (0.3 ml at 96%) is heated at 120° C. for 3 hours, the acetone being formed in the reaction being distilled off. Product: ClC1=C(C=CC(=C1)Cl)C1(OCC(O1)COC(C(F)F)(F)F)CBr (2-(2,4-dichlorophenyl)-2-bromomethyl-4-(1,1,2,2-tetrafluoroethoxy)methyl-1,3-dioxolane). As a reaction SMILES: [F:1][C:2]([F:15])([O:6][CH2:7][CH:8]1[CH2:12]OC(C)(C)[O:9]1)[CH:3]([F:5])[F:4].[Br:16][CH2:17][C:18]([C:20]1[CH:25]=[CH:24][C:23]([Cl:26])=[CH:22][C:21]=1[Cl:27])=[O:19].S(=O)(=O)(O)O>CC(C)=O>[Cl:27][C:21]1[CH:22]=[C:23]([Cl:26])[CH:24]=[CH:25][C:20]=1[C:18]1([CH2:17][Br:16])[O:9][CH:8]([CH2:7][O:6][C:2]([F:1])([F:15])[CH:3]([F:5])[F:4])[CH2:12][O:19]1. Reactants: FC(C(F)F)(OCC1OC(OC1)(C)C)F (4-(1,1,2,2-tetrafluoroethoxy)methyl-2,2-dimethyl-1,3-dioxolane), BrCC(=O)C1=C(C=C(C=C1)Cl)Cl (2-bromo-1-(2,4-dichlorophenyl)ethanone), S(O)(O)(=O)=O (sulphuric acid). The solvent is CC(=O)C (acetone). Run at temperature 120 celsius. Reaction SMILES: [Cl:1][C:2]1[CH:3]=[C:4]([CH2:9][C:10]([OH:12])=[O:11])[CH:5]=[CH:6][C:7]=1[Cl:8].[N+:13]([O-])([OH:15])=[O:14]>>[Cl:8][C:7]1[C:2]([Cl:1])=[CH:3][C:4]([CH2:9][C:10]([OH:12])=[O:11])=[C:5]([N+:13]([O-:15])=[O:14])[CH:6]=1. Conditions: time 1 hour. Reactants: [N+](=O)(O)[O-] (nitric acid), [N+](=O)(O)[O-] (nitric acid), ClC=1C=C(C=CC1Cl)CC(=O)O (3,4-dichlorophenylacetic acid). The product is ClC1=CC(=C(C=C1Cl)CC(=O)O)[N+](=O)[O-] (4,5-Dichloro-2-nitro-phenylacetic acid). Procedure: Here, 3,4-dichlorophenylacetic acid (66.7 g, 0.325 mol) is added in batches, with stirring at 5° C., to a mixture of fuming nitric acid (600 ml) and concentrated nitric acid (300 ml). The mixture is stirred for one hour while cooling is continued and the solution is allowed to rise to 20° C. over a period of a further 1.5 hours. The reaction mixture is poured onto ice, the precipitate is suction filtered, washed with ice water until neutral and then dried. Yield: 54.2 g. Mp: 119°-120° C. Reactants: CCc1n[nH]c(C(N)=O)c1[N+](=O)[O-], C1CCOC1, COCCBr, ClCCl, [Na+], [Na+], O=C([O-])[O-], O. The product is CCc1c([N+](=O)[O-])c(C(N)=O)nn1CCOC. As a reaction SMILES: [CH2:1]([CH3:2])[c:3]1[n:4][nH:5][c:6]([C:11](=[O:12])[NH2:13])[c:7]1[N+:8](=[O:9])[O-:10].[CH2:28]1[O:29][CH2:30][CH2:31][CH2:32]1.[CH3:20][O:21][CH2:22][CH2:23][Br:24].[Cl:25][CH2:26][Cl:27].[Na+:14].[Na+:15].[O-:16][C:17](=[O:18])[O-:19].[OH2:33]>>[CH2:1]([CH3:2])[c:3]1[n:4]([CH2:23][CH2:22][O:21][CH3:20])[n:5][c:6]([C:11](=[O:12])[NH2:13])[c:7]1[N+:8](=[O:9])[O-:10]. The reactants are N#Cc1ncccc1CBr, Cc1cccnc1CNCc1ncccc1C, CC#N, CCN(C(C)C)C(C)C. The product is Cc1cccnc1CN(Cc1cccnc1C#N)Cc1ncccc1C. Reaction SMILES: [C:18](#[N:19])[c:20]1[n:21][cH:22][cH:23][cH:24][c:25]1[CH2:26][Br:27].[CH3:1][c:2]1[c:3]([CH2:8][NH:9][CH2:10][c:11]2[n:12][cH:13][cH:14][cH:15][c:16]2[CH3:17])[n:4][cH:5][cH:6][cH:7]1.[CH3:37][C:38]#[N:39].[CH:28]([N:29]([CH2:30][CH3:31])[CH:32]([CH3:33])[CH3:34])([CH3:35])[CH3:36]>>[CH3:1][c:2]1[c:3]([CH2:8][N:9]([CH2:10][c:11]2[n:12][cH:13][cH:14][cH:15][c:16]2[CH3:17])[CH2:26][c:25]2[c:20]([C:18]#[N:19])[n:21][cH:22][cH:23][cH:24]2)[n:4][cH:5][cH:6][cH:7]1. Starting materials: CSc1ccc2c(c1)n(-c1ccccc1)c(=O)cc1nnc(=O)n2-1, CO, [O-][I+3]([O-])([O-])[O-], [Na+]. Product: CS(=O)c1ccc2c(c1)n(-c1ccccc1)c(=O)cc1nnc(=O)n2-1. RXN SMILES: [CH3:1][S:2][c:3]1[cH:4][cH:5][c:6]2[c:7]([n:8](-[c:18]3[cH:19][cH:20][cH:21][cH:22][cH:23]3)[c:9](=[O:17])[cH:10][c:11]3[n:15][n:14][c:13](=[O:16])[n:12]2-3)[cH:24]1.[CH3:31][OH:32].[I+3:25]([O-:26])([O-:27])([O-:28])[O-:29].[Na+:30]>>[CH3:1][S:2]([c:3]1[cH:4][cH:5][c:6]2[c:7]([n:8](-[c:18]3[cH:19][cH:20][cH:21][cH:22][cH:23]3)[c:9](=[O:17])[cH:10][c:11]3[n:15][n:14][c:13](=[O:16])[n:12]2-3)[cH:24]1)=[O:26]. Reactants: CO, CO, Cl, Fc1ccc(C2CCC3(CC2)OCCO3)cc1, O. Product: O=C1CCC(c2ccc(F)cc2)CC1. Reaction SMILES: [CH3:19][OH:20].[CH3:22][OH:23].[ClH:1].[F:2][c:3]1[cH:4][cH:5][c:6]([CH:9]2[CH2:10][CH2:11][C:12]3([O:13][CH2:16][CH2:15][O:14]3)[CH2:17][CH2:18]2)[cH:7][cH:8]1.[OH2:21]>>[F:2][c:3]1[cH:4][cH:5][c:6]([CH:9]2[CH2:10][CH2:11][C:12](=[O:13])[CH2:17][CH2:18]2)[cH:7][cH:8]1.